The task is: describe an organic reaction: reactants, conditions, products, and yield. This data is from the Open Reaction Database (ORD), a public repository of structured organic reaction records. Reactants: C(CC(=O)C)(=O)OCCC1NCC2=CC=CC=C12 (2-isoindolinylethyl acetoacetate), [N+](=O)([O-])C=1C=C(C=O)C=CC1 (3-nitrobenzaldehyde), N\C(=C/C(=O)OC)\C (methyl 3-aminocrotonate). The solvent is CC(C)O (2-propanol). The product is CC=1NC(=C(C(C1C(=O)OCCC1NCC2=CC=CC=C12)C1=CC(=CC=C1)[N+](=O)[O-])C(=O)OC)C (2,6-Dimethyl-3-(2-isoindolinylcarbethoxy)-4-(3-nitrophenyl)-5-carbomethoxy-1,4-dihydropyridine). The yield is 46.4%. As a reaction SMILES: [C:1]([O:7][CH2:8][CH2:9][CH:10]1[C:18]2[C:13](=[CH:14][CH:15]=[CH:16][CH:17]=2)[CH2:12][NH:11]1)(=[O:6])[CH2:2][C:3]([CH3:5])=O.[N+:19]([C:22]1[CH:23]=[C:24]([CH:27]=[CH:28][CH:29]=1)[CH:25]=O)([O-:21])=[O:20].[NH2:30]/[C:31](/[CH3:37])=[CH:32]\[C:33]([O:35][CH3:36])=[O:34]>CC(O)C>[CH3:5][C:3]1[NH:30][C:31]([CH3:37])=[C:32]([C:33]([O:35][CH3:36])=[O:34])[CH:25]([C:24]2[CH:27]=[CH:28][CH:29]=[C:22]([N+:19]([O-:21])=[O:20])[CH:23]=2)[C:2]=1[C:1]([O:7][CH2:8][CH2:9][CH:10]1[C:18]2[C:13](=[CH:14][CH:15]=[CH:16][CH:17]=2)[CH2:12][NH:11]1)=[O:6]. Procedure: A solution of 1.54 g (6.2 m mol) of 2-isoindolinylethyl acetoacetate, 0.942 g (6.2 m mol) of 3-nitrobenzaldehyde and 0.717 g (6.2 m mol) of methyl 3-aminocrotonate in 37 ml of 2-propanol was heated at 80° C. under nitrogen for 48 hours. The crude mixture was concentrated in vacuo and subjected to flash chromatography (silica gel, 1:1 petroleum ether/ethyl acetate) to give 1.38 g (46%) of a brown solid, m.p. 63°-69° C. NMR (CDCl3) δ 2.29 (6H, s), 2.8 (2H, t), 3.5 (2H, s), 3.8 (4H, s), 4.12 (2H, t... Starting materials: C1(CC1)COC=1C=C(C=O)C=CC1OC(F)F (3-cyclopropylmethoxy-4-difluoromethoxybenzaldehyde), [BH4-].[Na+] (sodium borohydride), [OH-].[Na+] (sodium hydroxide). Solvent: C(C)O (ethanol). Yields the product C1(CC1)COC=1C=C(C=CC1OC(F)F)O (3-Cyclopropylmethoxy-4-difluoromethoxyphenyl alcohol). RXN SMILES: [CH:1]1([CH2:4][O:5][C:6]2[CH:7]=[C:8]([CH:11]=[CH:12][C:13]=2[O:14][CH:15]([F:17])[F:16])C=O)[CH2:3][CH2:2]1.[BH4-].[Na+].[OH-:20].[Na+]>C(O)C>[CH:1]1([CH2:4][O:5][C:6]2[CH:7]=[C:8]([OH:20])[CH:11]=[CH:12][C:13]=2[O:14][CH:15]([F:17])[F:16])[CH2:3][CH2:2]1 |f:1.2,3.4|. Procedure details: Crude 3-cyclopropylmethoxy-4-difluoromethoxybenzaldehyde (26.4 g) in absolute ethanol (200 mL) was treated with sodium borohydride (8.23 g, 217 mmol) under an argon atmosphere at room temperature for 0.33 h. Ten percent aqueous sodium hydroxide (150 mL) was added, the ethanol was removed in vacuo and the aqueous residue was extracted three times with ether. The organic extract was washed twice with brine, was dried (sodium sulfate), was filtered and was evaporated to a pale yellow oil (24.4 g). Starting materials: O=C(CCCCCC(=O)O)C (7-oxooctanoic acid), C(C1=CC=CC=C1)Br (benzyl bromide), C([O-])([O-])=O.[K+].[K+] (potassium carbonate). The solvent is CN(C=O)C (dimethyl formamide). Yields the product O=C(CCCCCC(=O)OCC1=CC=CC=C1)C (Benzyl 7-oxooctanoate). RXN SMILES: [O:1]=[C:2]([CH3:11])[CH2:3][CH2:4][CH2:5][CH2:6][CH2:7][C:8]([OH:10])=[O:9].[CH2:12](Br)[C:13]1[CH:18]=[CH:17][CH:16]=[CH:15][CH:14]=1.C(=O)([O-])[O-].[K+].[K+]>CN(C)C=O>[O:1]=[C:2]([CH3:11])[CH2:3][CH2:4][CH2:5][CH2:6][CH2:7][C:8]([O:10][CH2:12][C:13]1[CH:18]=[CH:17][CH:16]=[CH:15][CH:14]=1)=[O:9] |f:2.3.4|. Reported procedure: Benzyl 7-oxooctanoate was prepared by benzylation of 7-oxooctanoic acid with benzyl bromide and potassium carbonate in dimethyl formamide.